Dataset: the Open Reaction Database (ORD), a public repository of structured organic reaction records. Task: describe an organic reaction: reactants, conditions, products, and yield The reactants are C(C)OC(C(C(=O)OCC)[Na])=O (diethylsodiomalonate), ClC1=CC=C(C=C1)C(C1=C(C=CC(=C1)Cl)[N+](=O)[O-])=O (4',5-dichloro-2-nitrobenzophenone), O (water), C(C)(=O)O (acetic acid). The solvent is C(CC(=O)OCC)(=O)OCC (diethyl malonate). Run at temperature 90 celsius. The product is ClC1=CC=C(C(=O)C=2C=C(C=CC2[N+](=O)[O-])CC(=O)O)C=C1 (3-(4-Chlorobenzoyl)-4-nitrobenzene acetic acid). Reaction SMILES: C(O[C:4](=O)[CH:5]([Na])[C:6]([O:8]CC)=[O:7])C.[Cl:13][C:14]1[CH:19]=[CH:18][C:17]([C:20](=[O:31])[C:21]2[CH:26]=C(Cl)[CH:24]=[CH:23][C:22]=2[N+:28]([O-:30])=[O:29])=[CH:16][CH:15]=1.O.C(O)(=O)C>C(OCC)(=O)CC(OCC)=O>[Cl:13][C:14]1[CH:15]=[CH:16][C:17]([C:20]([C:21]2[CH:26]=[C:4]([CH2:5][C:6]([OH:8])=[O:7])[CH:24]=[CH:23][C:22]=2[N+:28]([O-:30])=[O:29])=[O:31])=[CH:18][CH:19]=1. Procedure: To a solution of 0.0175 mole of diethylsodiomalonate in 250 ml of diethyl malonate under nitrogen atmosphere at 80° C. was added 20.7 g (0.07 mole) of 4',5-dichloro-2-nitrobenzophenone. The mixture was heated at 90° C. for 2 hr, then poured into water and neutralized with glacial acetic acid. The mixture was extracted with diethyl ether and then washed and dried over sodium sulfate; extracts were concentrated and excess diethyl malonate removed by distillation. The residue was chromatographed el... The reactants are C(C)(C)(C)O[C@H](C(=O)O)C1=C(C2=C(N=C(S2)C2=CC=C3C(=NN(C3=C2)C)C2CCN(CC2)C)C=C1C)C1=CC=C(C=C1)Cl ((S)-2-tert-butoxy-2-(7-(4-chlorophenyl)-5-methyl-2-(1-methyl-3-(1-methylpiperidin-4-yl)-1H-indazol-6-yl)benzo[d]thiazol-6-yl)acetic acid), C(C)(C)(C)O[C@H](C(=O)OCC)C1=C(C2=C(N=C(S2)C=2C=C3C(=NN(C3=CC2)C)C=2CCN(CC2)C)C=C1C)C1=CC=C(C=C1)Cl ((S)-ethyl 2-tert-butoxy-2-(7-(4-chlorophenyl)-5-methyl-2-(1-methyl-3-(1-methyl-1,2,3,6-tetrahydropyridin-4-yl)-1H-indazol-5-yl)benzo[d]thiazol-6-yl)acetate). The product is C(C)(C)(C)O[C@H](C(=O)O)C1=C(C2=C(N=C(S2)C=2C=C3C(=NN(C3=CC2)C)C2CCN(CC2)C)C=C1C)C1=CC=C(C=C1)Cl ((S)-2-tert-butoxy-2-(7-(4-chlorophenyl)-5-methyl-2-(1-methyl-3-(1-methylpiperidin-4-yl)-1H-indazol-5-yl)benzo[d]thiazol-6-yl)acetic acid). Reaction SMILES: C(O[C@@H](C1C(C)=CC2N=C(C3C=C4C(C(C5CCN(C)CC5)=NN4C)=CC=3)SC=2C=1C1C=CC(Cl)=CC=1)C(O)=O)(C)(C)C.[C:44]([O:48][C@@H:49]([C:55]1[C:80]([CH3:81])=[CH:79][C:58]2[N:59]=[C:60]([C:62]3[CH:63]=[C:64]4[C:68](=[CH:69][CH:70]=3)[N:67]([CH3:71])[N:66]=[C:65]4[C:72]3[CH2:73][CH2:74][N:75]([CH3:78])[CH2:76][CH:77]=3)[S:61][C:57]=2[C:56]=1[C:82]1[CH:87]=[CH:86][C:85]([Cl:88])=[CH:84][CH:83]=1)[C:50]([O:52]CC)=[O:51])([CH3:47])([CH3:46])[CH3:45]>>[C:44]([O:48][C@@H:49]([C:55]1[C:80]([CH3:81])=[CH:79][C:58]2[N:59]=[C:60]([C:62]3[CH:63]=[C:64]4[C:68](=[CH:69][CH:70]=3)[N:67]([CH3:71])[N:66]=[C:65]4[CH:72]3[CH2:77][CH2:76][N:75]([CH3:78])[CH2:74][CH2:73]3)[S:61][C:57]=2[C:56]=1[C:82]1[CH:83]=[CH:84][C:85]([Cl:88])=[CH:86][CH:87]=1)[C:50]([OH:52])=[O:51])([CH3:47])([CH3:45])[CH3:46]. Reported procedure: Prepared in a similar manner as (S)-2-tert-butoxy-2-(7-(4-chlorophenyl)-5-methyl-2-(1-methyl-3-(1-methylpiperidin-4-yl)-1H-indazol-6-yl)benzo[d]thiazol-6-yl)acetic acid except using (S)-ethyl 2-tert-butoxy-2-(7-(4-chlorophenyl)-5-methyl-2-(1-methyl-3-(1-methyl-1,2,3,6-tetrahydropyridin-4-yl)-1H-indazol-5-yl)benzo[d]thiazol-6-yl)acetate instead of (S)-ethyl 2-tert-butoxy-2-(7-(4-chlorophenyl)-5-methyl-2-(1-methyl-3-(1-methyl-1,2,3,6-tetrahydropyridin-4-yl)-1H-indazol-6-yl)benzo[d]thiazol-6-yl)ace... Starting materials: C(C)(=O)OCC (ethyl acetate), N1CCC(CC1)N1CCN(CC1)C(=O)OC(C)(C)C (tert-butyl 4-piperidin-4-ylpiperazine-1-carboxylate), FC(OC1=CC=C(C=C1)Br)(F)F (4-(trifluoromethoxy)bromobenzene), CC(C)([O-])C.[Na+] (sodium tert-butoxide). Reagents/catalysts: C(C)(=O)[O-].[Pd+2].C(C)(=O)[O-] (palladium acetate), C=1C=CC(=CC1)P(C=2C=CC=CC2)C3=CC=C4C=CC=CC4=C3C5=C6C=CC=CC6=CC=C5P(C=7C=CC=CC7)C=8C=CC=CC8 (BINAP). The solvent is [Cl-].[Na+].O (brine), C1(=CC=CC=C1)C (toluene). Run at temperature 80 celsius, time 8 hour. Yields the product FC(OC1=CC=C(C=C1)N1CCC(CC1)N1CCN(CC1)C(=O)OC(C)(C)C)(F)F (tert-butyl 4-[1-(4-trifluoromethoxyphenyl)piperidin-4-yl]piperazine-1-carboxylate). Yield: 41.5%. Reaction SMILES: [NH:1]1[CH2:6][CH2:5][CH:4]([N:7]2[CH2:12][CH2:11][N:10]([C:13]([O:15][C:16]([CH3:19])([CH3:18])[CH3:17])=[O:14])[CH2:9][CH2:8]2)[CH2:3][CH2:2]1.[F:20][C:21]([F:31])([F:30])[O:22][C:23]1[CH:28]=[CH:27][C:26](Br)=[CH:25][CH:24]=1.CC(C)([O-])C.[Na+].C(OCC)(=O)C>C1(C)C=CC=CC=1.[Cl-].[Na+].O.C([O-])(=O)C.[Pd+2].C([O-])(=O)C.C1C=CC(P(C2C(C3C(P(C4C=CC=CC=4)C4C=CC=CC=4)=CC=C4C=3C=CC=C4)=C3C(C=CC=C3)=CC=2)C2C=CC=CC=2)=CC=1>[F:20][C:21]([F:30])([F:31])[O:22][C:23]1[CH:28]=[CH:27][C:26]([N:1]2[CH2:6][CH2:5][CH:4]([N:7]3[CH2:8][CH2:9][N:10]([C:13]([O:15][C:16]([CH3:19])([CH3:18])[CH3:17])=[O:14])[CH2:11][CH2:12]3)[CH2:3][CH2:2]2)=[CH:25][CH:24]=1 |f:2.3,6.7.8,9.10.11|. Procedure details: A mixture of tert-butyl 4-piperidin-4-ylpiperazine-1-carboxylate (1.5 g, 5.67 mmol), 4-(trifluoromethoxy)bromobenzene (3.36 g, 13.92 mmol), palladium acetate (25 mg, 0.11 mmol), BINAP (87 mg, 0.14 mmol), and sodium tert-butoxide (1.07 g, 11.14 mmol) in toluene (20 ml) was stirred at 80° C. under a nitrogen atmosphere for 8 hours. The reaction mixture was allowed to return to room temperature, to which ethyl acetate (10 ml) and brine (20 ml) were added, and the mixture was filtered. The organic l... Reactants: C(C)(C)(C)OC(NC1=C(C=C(C=C1)C=1OC=CC1)N)=O ((2-amino-4-furan-2-yl-phenyl)-carbamic acid tert.-butyl ester), CC1(OC(C=C(O1)C=1C=C(C#N)C=CC1)=O)C (3-(2,2-dimethyl-6-oxo-6H-[1,3]dioxin-4-yl)-benzonitrile). Yields the product C(C)(C)(C)OC(NC1=C(C=C(C=C1)C=1OC=CC1)NC(CC(=O)C1=CC(=CC=C1)C#N)=O)=O ({2-[3-(3-Cyano-phenyl)-3-oxo-propionylamino]-4-furan-2-yl-phenyl}-carbamic acid tert.-butyl ester). As a reaction SMILES: [C:1]([O:5][C:6](=[O:20])[NH:7][C:8]1[CH:13]=[CH:12][C:11]([C:14]2[O:15][CH:16]=[CH:17][CH:18]=2)=[CH:10][C:9]=1[NH2:19])([CH3:4])([CH3:3])[CH3:2].CC1(C)[O:27][C:26]([C:28]2[CH:29]=[C:30]([CH:33]=[CH:34][CH:35]=2)[C:31]#[N:32])=[CH:25][C:24](=O)[O:23]1>>[C:1]([O:5][C:6](=[O:20])[NH:7][C:8]1[CH:13]=[CH:12][C:11]([C:14]2[O:15][CH:16]=[CH:17][CH:18]=2)=[CH:10][C:9]=1[NH:19][C:24](=[O:23])[CH2:25][C:26]([C:28]1[CH:35]=[CH:34][CH:33]=[C:30]([C:31]#[N:32])[CH:29]=1)=[O:27])([CH3:4])([CH3:2])[CH3:3]. Reported procedure: Prepared from (2-amino-4-furan-2-yl-phenyl)-carbamic acid tert.-butyl ester (Example G7) and 3-(2,2-dimethyl-6-oxo-6H-[1,3]dioxin-4-yl)-benzonitrile (Example J4) according to the general procedure K. Obtained as a beige powder (271 mg). Reactants: COc1cn(-c2ccncc2)nc(C(=O)O)c1=O, CNOC, Cl, CN(C)C=O, On1nnc2ccccc21. Yields the product COc1cn(-c2ccncc2)nc(C(=O)N(C)OC)c1=O. Reaction SMILES: [CH3:1][O:2][c:3]1[c:4](=[O:18])[c:5]([C:15](=[O:16])[OH:17])[n:6][n:7](-[c:9]2[cH:10][cH:11][n:12][cH:13][cH:14]2)[cH:8]1.[CH3:30][NH:31][O:32][CH3:33].[ClH:29].[O:34]=[CH:35][N:36]([CH3:37])[CH3:38].[OH:19][n:20]1[c:21]2[c:22]([cH:23][cH:24][cH:25][cH:26]2)[n:27][n:28]1>>[CH3:1][O:2][c:3]1[c:4](=[O:18])[c:5]([C:15](=[O:17])[N:31]([CH3:30])[O:32][CH3:33])[n:6][n:7](-[c:9]2[cH:10][cH:11][n:12][cH:13][cH:14]2)[cH:8]1. Starting materials: S1(CC(CC1)=O)(=O)=O (dihydrothiophen-3(2H)-one-1,1-dioxide), CC1=NNC2=CC=C(C=C12)\C=C(/C#N)\C(C)=O ((2E)-2-[(3-Methyl-1H-indazol-5-yl)methylidene]-3-oxobutanenitrile), C(C)(=O)[O-].[NH4+] (ammonium acetate). The solvent is C(C)(=O)O (acetic acid). The product is CC1=C(C(C2=C(N1)CCS2(=O)=O)C=2C=C1C(=NNC1=CC2)C)C#N (5-Methyl-7-(3-methyl-1H-indazol-5-yl)-2,3,4,7-tetrahydrothieno[3,2-b]pyridine-6-carbonitrile-1,1-dioxide). Reaction SMILES: [S:1]1(=[O:8])(=[O:7])[CH2:5][CH2:4][C:3](=O)[CH2:2]1.[CH3:9][C:10]1[C:18]2[C:13](=[CH:14][CH:15]=[C:16](/[CH:19]=[C:20](/[C:23](=O)[CH3:24])\[C:21]#[N:22])[CH:17]=2)[NH:12][N:11]=1.C([O-])(=O)C.[NH4+:30]>C(O)(=O)C>[CH3:24][C:23]1[NH:30][C:3]2[CH2:4][CH2:5][S:1](=[O:8])(=[O:7])[C:2]=2[CH:19]([C:16]2[CH:17]=[C:18]3[C:13](=[CH:14][CH:15]=2)[NH:12][N:11]=[C:10]3[CH3:9])[C:20]=1[C:21]#[N:22] |f:2.3|. Procedure details: 850 mg (6.336 mmol) dihydrothiophen-3(2H)-one-1,1-dioxide, 1.78 g (6.336 mmol) (2E)-2-[(3-methyl-1H-indazol-5-yl)methylidene]-3-oxobutanenitrile (Example 2A) and 586 mg (7.603 mmol) ammonium acetate in acetic acid (30 ml) were heated to reflux overnight. After cooling, the mixture was evaporated to dryness, and the residue was taken up in ethyl acetate and washed with water and brine. The organic layer was separated and dried over sodium sulfate. After filtration and evaporation to dryness, the ... Starting materials: C1(CC1)SC(C1(OC1)C1=C(C=C(C=C1)F)F)(F)F (2-[(cyclopropylthio) (difluoro)-methyl]-2-(2,4-difluorophenyl)oxirane), N1N=CN=C1 (1,2,4-triazole), C([O-])([O-])=O.[K+].[K+] (potassium carbonate), O (water). The solvent is CS(=O)C (DMSO). Reaction conditions: temperature 55 celsius, time 1.5 hour. Yields the product C1(CC1)SC(C(CN1N=CN=C1)(O)C1=C(C=C(C=C1)F)F)(F)F (1-(cyclopropylthio)-2-(2,4-difluorophenyl)-1,1-difluoro-3-(1H-1,2,4-triazol-1-yl)-2-propanol). The yield is 39.8%. Reaction SMILES: [CH:1]1([S:4][C:5]([F:18])([F:17])[C:6]2([C:9]3[CH:14]=[CH:13][C:12]([F:15])=[CH:11][C:10]=3[F:16])[CH2:8][O:7]2)[CH2:3][CH2:2]1.[NH:19]1[CH:23]=[N:22][CH:21]=[N:20]1.C(=O)([O-])[O-].[K+].[K+].O>CS(C)=O>[CH:1]1([S:4][C:5]([F:18])([F:17])[C:6]([C:9]2[CH:14]=[CH:13][C:12]([F:15])=[CH:11][C:10]=2[F:16])([OH:7])[CH2:8][N:19]2[CH:23]=[N:22][CH:21]=[N:20]2)[CH2:3][CH2:2]1 |f:2.3.4|. Reported procedure: To a solution of 2-[(cyclopropylthio) (difluoro)-methyl]-2-(2,4-difluorophenyl)oxirane (5.0 g, 0.017 mol) in DMSO (70 ml), 1,2,4-triazole (3.48 g, 0.05 mol) and potassium carbonate (6.95 g, 0.05 mol) were added, followed by stirring at 55° C. for 1.5 hours. After the completion of the reaction, water was added to the reaction mixture. The resulting mixture was extracted with ethyl acetate. The extract was washed successively with water and saturated saline and dried over magnesium sulfate. The s...